This data is from the Open Reaction Database (ORD), a public repository of structured organic reaction records. The task is: describe an organic reaction: reactants, conditions, products, and yield Starting materials: ClC=1C(=NC=CN1)Cl (Dichloropyrazine), Cl.CC=1C=C(C=CC1)C1CNCCC1 (3-(3-methylphenyl)piperidine hydrochloride), C(=O)([O-])[O-].[K+].[K+] (K2CO3), CN(C)C=O (DMF). The solvent is CCOC(=O)C (EtOAc). Conditions: temperature 50 celsius. The product is ClC1=NC=CC=C1N1CC(CCC1)C1=CC(=CC=C1)C (2-chloro-3-[3-(3-methylphenyl)piperidin-1-yl]pyridine). The yield is 119.0%. Reaction SMILES: [Cl:1][C:2]1[C:3](Cl)=N[CH:5]=[CH:6][N:7]=1.Cl.[CH3:10][C:11]1[CH:12]=[C:13]([CH:17]2[CH2:22][CH2:21][CH2:20][NH:19][CH2:18]2)[CH:14]=[CH:15][CH:16]=1.[C:23]([O-])([O-])=O.[K+].[K+].CN(C=O)C>CCOC(C)=O>[Cl:1][C:2]1[C:3]([N:19]2[CH2:20][CH2:21][CH2:22][CH:17]([C:13]3[CH:14]=[CH:15][CH:16]=[C:11]([CH3:10])[CH:12]=3)[CH2:18]2)=[CH:23][CH:5]=[CH:6][N:7]=1 |f:1.2,3.4.5|. Reported procedure: Dichloropyrazine (100 mg, 0.454 mmol), 3-(3-methylphenyl)piperidine hydrochloride (85 mg, 0.454 mmol), and K2CO3 (157 mg, 1.136 mmol) were combined in a 25-mL round bottom flask with a stirbar. DMF (4.48 mL) was added, and the reaction mixture was heated to 50° C. for 4 h. The reaction mixture was diluted with EtOAc (20 mL), and washed sequentially with sat. aq. NaHCO3 (20 mL) and brine (20 mL). The combined organics were dried over MgSO4, filtered, and concentrated in vacuo to afford the title ... Reactants: Cc1ccc2[nH]c3c(c2c1)CCCC3N, Clc1ncccn1. The product is Cc1ccc2[nH]c3c(c2c1)CCCC3Nc1ncccn1. As a reaction SMILES: [CH3:1][c:2]1[cH:3][c:4]2[c:5]3[c:10]([nH:11][c:12]2[cH:13][cH:14]1)[CH:9]([NH2:15])[CH2:8][CH2:7][CH2:6]3.[Cl:16][c:17]1[n:18][cH:19][cH:20][cH:21][n:22]1>>[CH3:1][c:2]1[cH:3][c:4]2[c:5]3[c:10]([nH:11][c:12]2[cH:13][cH:14]1)[CH:9]([NH:15][c:17]1[n:18][cH:19][cH:20][cH:21][n:22]1)[CH2:8][CH2:7][CH2:6]3. Starting materials: ClC1=C2C(=NC(N1)C)N(C(=C2)C)C2=C(C=C(C=C2C)C)C (4-Chloro-2,6-dimethyl-7-(2,4,6-trimethylphenyl)-3,7-dihydro-pyrrol[2,3-d]pyrimidine), [Cl-].[Al+3].[Cl-].[Cl-] (aluminum chloride), ClCC(=O)Cl (chloracetyl chloride). Run in C(Cl)(Cl)Cl (chloroform). Yields the product ClC1=C2C(=NC(N1)C)N(C(=C2C(CCl)=O)C)C2=C(C=C(C=C2C)C)C (4-Chloro-2,6-dimethyl-7-(2,4,6-trimethylphenyl)-5-(2-chloroacetyl)-3,7-dihydropyrrolo[2,3-d]pyrimidine). RXN SMILES: [Cl:1][C:2]1[NH:7][CH:6]([CH3:8])[N:5]=[C:4]2[N:9]([C:13]3[C:18]([CH3:19])=[CH:17][C:16]([CH3:20])=[CH:15][C:14]=3[CH3:21])[C:10]([CH3:12])=[CH:11][C:3]=12.[Cl-].[Al+3].[Cl-].[Cl-].[Cl:26][CH2:27][C:28](Cl)=[O:29]>C(Cl)(Cl)Cl>[Cl:1][C:2]1[NH:7][CH:6]([CH3:8])[N:5]=[C:4]2[N:9]([C:13]3[C:18]([CH3:19])=[CH:17][C:16]([CH3:20])=[CH:15][C:14]=3[CH3:21])[C:10]([CH3:12])=[C:11]([C:28](=[O:29])[CH2:27][Cl:26])[C:3]=12 |f:1.2.3.4|. Reported procedure: Compound (6) (11.2 g, 37.4 mmol) was added to a chloroform solution (150 ml) or 20 equivalents of aluminum chloride and 25 equivalents of chloracetyl chloride. The solution was heated at reflux for 16 hrs. The organic layer was departed and the water layer extracted with methylene chloride. The combined organic layers were dried over sodium sulfate and evaporated in vacuo to yield compound (7). Reaction SMILES: [C:1]([CH3:2])([CH3:3])([CH3:4])[c:5]1[c:6]([NH:14][C:15]([CH2:16][CH:17]([CH2:18][CH2:19][CH2:20][CH2:21][CH3:22])[c:23]2[c:24]([O:31][CH3:32])[cH:25][c:26]([O:29][CH3:30])[cH:27][cH:28]2)=[O:33])[cH:7][c:8]([C:11](=[O:12])[OH:13])[cH:9][cH:10]1.[CH3:34][CH2:35][CH2:36][CH2:37][CH2:38][CH2:39][CH2:40][CH2:41][CH2:42][C:43]([NH2:44])=[O:45]>>[C:1]([CH3:2])([CH3:3])([CH3:4])[c:5]1[c:6]([NH:14][C:15]([CH2:16][CH:17]([CH2:18][CH2:19][CH2:20][CH2:21][CH3:22])[c:23]2[c:24]([O:31][CH3:32])[cH:25][c:26]([O:29][CH3:30])[cH:27][cH:28]2)=[O:33])[cH:7][c:8]([C:11](=[O:12])[NH:44][C:43]([CH2:42][CH2:41][CH2:40][CH2:39][CH2:38][CH2:37][CH2:36][CH2:35][CH3:34])=[O:45])[cH:9][cH:10]1. Yields the product CCCCCCCCCC(=O)NC(=O)c1ccc(C(C)(C)C)c(NC(=O)CC(CCCCC)c2ccc(OC)cc2OC)c1. The reactants are CCCCCC(CC(=O)Nc1cc(C(=O)O)ccc1C(C)(C)C)c1ccc(OC)cc1OC, CCCCCCCCCC(N)=O. Starting materials: O.[OH-].[Li+] (lithium hydroxide monohydrate), C12(CC3CC(CC(C1)C3)C2)C2=CC=C(OC(C(=O)OC)(C)C)C=C2 (methyl 2-(4-(adamantan-1-yl)phenoxy)-2-methylpropanoate), Cl (HCl). Solvent: O.C1CCOC1 (H2O THF). Conditions: time 8 hour. Product: C12(CC3CC(CC(C1)C3)C2)C2=CC=C(OC(C(=O)O)(C)C)C=C2 (2-(4-(adamantan-1-yl)phenoxy)-2-methylpropanoic acid). Isolated yield 97.5%. RXN SMILES: [C:1]12([C:11]3[CH:24]=[CH:23][C:14]([O:15][C:16]([CH3:22])([CH3:21])[C:17]([O:19]C)=[O:18])=[CH:13][CH:12]=3)[CH2:10][CH:5]3[CH2:6][CH:7]([CH2:9][CH:3]([CH2:4]3)[CH2:2]1)[CH2:8]2.O.[OH-].[Li+].Cl>O.C1COCC1>[C:1]12([C:11]3[CH:12]=[CH:13][C:14]([O:15][C:16]([CH3:21])([CH3:22])[C:17]([OH:19])=[O:18])=[CH:23][CH:24]=3)[CH2:8][CH:7]3[CH2:9][CH:3]([CH2:4][CH:5]([CH2:6]3)[CH2:10]1)[CH2:2]2 |f:1.2.3,5.6|. Procedure details: To a solution of methyl 2-(4-(adamantan-1-yl)phenoxy)-2-methylpropanoate (1.0 g, 3.00 mmol), prepared from step 1, in H2O/THF (1:1.20 mL) was added lithium hydroxide monohydrate (0.51 g, 12.00 mmol), and stirred at room temperature overnight. The reaction mixture was adjusted to acidic solution with 1 N aqueous HCl and extracted with dichloromethane. The organic layer was washed with H2O and brine, and dried over anhydrous magnesium sulfate. The solvent was filtered and evaporated under reduced ... Starting materials: [H-].[Al+3].[Li+].[H-].[H-].[H-] (lithium aluminiumhydride), O(CC)CC (1,1'-oxybisethane), 13, CC1=C(C(=CC=C1)C)NC1CCN(CC1)C(=O)OCC (ethyl 4-[N-(2,6-dimethylphenyl)amino]-1-piperidinecarboxylate), O(CC)CC (1,1'-oxybisethane). Solvent: O (water). Reaction conditions: temperature 5 celsius, time 20 hour. The product is CC1=C(C(=CC=C1)C)NC1CCN(CC1)C (N-(2,6-dimethylphenyl)-1-methyl-4-piperidinamine). As a reaction SMILES: [H-].[Al+3].[Li+].[H-].[H-].[H-].O(CC)CC.[CH3:12][C:13]1[CH:18]=[CH:17][CH:16]=[C:15]([CH3:19])[C:14]=1[NH:20][CH:21]1[CH2:26][CH2:25][N:24]([C:27](OCC)=O)[CH2:23][CH2:22]1>O>[CH3:12][C:13]1[CH:18]=[CH:17][CH:16]=[C:15]([CH3:19])[C:14]=1[NH:20][CH:21]1[CH2:22][CH2:23][N:24]([CH3:27])[CH2:25][CH2:26]1 |f:0.1.2.3.4.5|. Procedure details: To a stirred and refluxing suspension of 2 parts of lithium aluminiumhydride in 120 parts of 1,1'-oxybisethane is added dropwise a solution of 13 parts of ethyl 4-[N-(2,6-dimethylphenyl)amino]-1-piperidinecarboxylate in 40 parts of 1,1'-oxybisethane. After the addition is complete, stirring and refluxing is continued for 20 hours. The reaction mixture is cooled to 5° C. and 7 parts of water are added. The formed precipitate is filtered off, washed on the filter with 1,1'-oxybisethane and the fil... Starting materials: O1CCC(CC1)=O (tetrahydropyran-4-one), ClCC#N (chloroacetonitrile), CC(C)([O-])C.[K+] (potassium tert-butoxide). Run in O (water), C(C)(C)(C)O (tert-butanol). Run at time 16 hour. Product: O1C(C12CCOCC2)C#N (1,6-Dioxa-spiro[2,5]octane-2-carbonitrile). The yield is 59.1%. RXN SMILES: [O:1]1[CH2:6][CH2:5][C:4](=[O:7])[CH2:3][CH2:2]1.Cl[CH2:9][C:10]#[N:11].CC(C)([O-])C.[K+]>C(O)(C)(C)C.O>[O:7]1[C:4]2([CH2:5][CH2:6][O:1][CH2:2][CH2:3]2)[CH:9]1[C:10]#[N:11] |f:2.3|. Procedure details: Dissolve tetrahydropyran-4-one (5.0 mL, 54.2 mmol) and chloroacetonitrile (3.4 mL, 53.5 mmol) in tert-butanol (1 mL) and add drop-wise a solution of potassium tert-butoxide (54 mL, 54 mmol, 1.0 M in tert-butanol) over 20 minutes. Stir for 16 hours, dilute with water and quench slowly with 1 N hydrochloric acid. Extract with diethyl ether (×3). Combine extracts and wash with saturated aqueous sodium chloride solution, dry (magnesium sulfate), filter, concentrate and purify (silica gel chromatogra...